From a dataset of the Open Reaction Database (ORD), a public repository of structured organic reaction records. describe an organic reaction: reactants, conditions, products, and yield The reactants are Cc1c(Cc2ccccc2)nnc(C2=CCNCC2)c1C, FC(F)(F)c1ccc(Cl)nc1, C1COCCO1. The product is Cc1c(Cc2ccccc2)nnc(C2=CCN(c3ccc(C(F)(F)F)cn3)CC2)c1C. Reaction SMILES: [CH2:1]([c:2]1[cH:3][cH:4][cH:5][cH:6][cH:7]1)[c:8]1[n:9][n:10][c:11]([C:16]2=[CH:21][CH2:20][NH:19][CH2:18][CH2:17]2)[c:12]([CH3:15])[c:13]1[CH3:14].[Cl:22][c:23]1[n:24][cH:25][c:26]([C:29]([F:30])([F:31])[F:32])[cH:27][cH:28]1.[O:33]1[CH2:34][CH2:35][O:36][CH2:37][CH2:38]1>>[CH2:1]([c:2]1[cH:3][cH:4][cH:5][cH:6][cH:7]1)[c:8]1[n:9][n:10][c:11]([C:16]2=[CH:21][CH2:20][N:19]([c:23]3[n:24][cH:25][c:26]([C:29]([F:30])([F:31])[F:32])[cH:27][cH:28]3)[CH2:18][CH2:17]2)[c:12]([CH3:15])[c:13]1[CH3:14]. Starting materials: resultant mixture, O (water), CC(C(=O)O)(CCCC)C (2,2-Dimethylhexanoic Acid), solution, C[Li] (methyllithium). Run in CCOCC (ether), CCOCC (ether). Product: CC(C(C)=O)(CCCC)C (3,3-Dimethyl-2-heptanone). Reaction SMILES: [CH3:1][C:2]([CH3:10])([CH2:6][CH2:7][CH2:8][CH3:9])[C:3]([OH:5])=O.[CH3:11][Li].O>CCOCC>[CH3:10][C:2]([CH3:1])([CH2:6][CH2:7][CH2:8][CH3:9])[C:3](=[O:5])[CH3:11]. Procedure: A solution of 14.4 g (100 mmol) of 2,2-dimethylhexanoic acid (XXIX) in 100 ml of dry ether was stirred a 0° C. under argon as 130 ml (237 mol) of a solution of methyllithium (1.82 M) in ether was added dropwise. The resultant mixture was stirred with ice-bath cooling for 1 hour and then without cooling overnight. It was then poured into a vigorously stirred 500 ml portion of water in a large beaker. The phases were separated and the aqueous phase was back-extracted twice with ether. The combined... Reactants: N(=[N+]=[N-])C[C@H]1C[C@H]([C@H]2[C@@H]1OC(O2)(C)C)N2C1=NC=NC(=C1N=C2)Cl (9-((3aS,4R,6R,6aR)-6-(azidomethyl)-2,2-dimethyltetrahydro-3aH-cyclopenta[d][1,3]dioxol-4-yl)-6-chloro-9H-purine), COC1=C(C=CC(=C1)OC)CN ((2,4-dimethoxyphenyl)methanamine), C(C)(C)N(C(C)C)CC (N,N-diisopropylethylamine). The solvent is C(CCC)O (1-butanol). Reaction conditions: temperature 80 celsius. Yields the product N(=[N+]=[N-])C[C@H]1C[C@H]([C@H]2[C@@H]1OC(O2)(C)C)N2C1=NC=NC(=C1N=C2)NCC2=C(C=C(C=C2)OC)OC (9-((3aS,4R,6R,6aR)-6-(azidomethyl)-2,2-dimethyltetrahydro-3aH-cyclopenta[d][1,3]dioxol-4-yl)-N-(2,4-dimethoxybenzyl)-9H-purin-6-amine). Reaction SMILES: [N:1]([CH2:4][C@@H:5]1[C@H:9]2[O:10][C:11]([CH3:14])([CH3:13])[O:12][C@H:8]2[C@H:7]([N:15]2[CH:23]=[N:22][C:21]3[C:16]2=[N:17][CH:18]=[N:19][C:20]=3Cl)[CH2:6]1)=[N+:2]=[N-:3].[CH3:25][O:26][C:27]1[CH:32]=[C:31]([O:33][CH3:34])[CH:30]=[CH:29][C:28]=1[CH2:35][NH2:36].C(N(CC)C(C)C)(C)C>C(O)CCC>[N:1]([CH2:4][C@@H:5]1[C@H:9]2[O:10][C:11]([CH3:14])([CH3:13])[O:12][C@H:8]2[C@H:7]([N:15]2[CH:23]=[N:22][C:21]3[C:16]2=[N:17][CH:18]=[N:19][C:20]=3[NH:36][CH2:35][C:28]2[CH:29]=[CH:30][C:31]([O:33][CH3:34])=[CH:32][C:27]=2[O:26][CH3:25])[CH2:6]1)=[N+:2]=[N-:3]. Reported procedure: A solution of 9-((3aS,4R,6R,6aR)-6-(azidomethyl)-2,2-dimethyltetrahydro-3aH-cyclopenta[d][1,3]dioxol-4-yl)-6-chloro-9H-purine (1.29 g, 3.69 mmol) and (2,4-dimethoxyphenyl)methanamine (0.71 mL, 4.7 mmol) in 1-butanol (10 mL) was treated with N,N-diisopropylethylamine (0.93 mL, 5.3 mmol) and heated at 80° C. for 16.5 h; HPLC/LC MS indicated conversion to the desired product. The reaction mixture was allowed to cool to rt and the volatiles were removed under the flow of air to afford a brown-orange...